Dataset: the Open Reaction Database (ORD), a public repository of structured organic reaction records. Task: describe an organic reaction: reactants, conditions, products, and yield Reactants: COc1ccc(C(NC(=O)OCc2ccccc2)C(=O)O)cc1C, COC(=O)c1csc(NC(=O)C(N)Cc2ccccc2)n1, CN(C)C=O, CCN(C(C)C)C(C)C, O, On1nnc2ccccc21. Product: COC(=O)c1csc(NC(=O)C(Cc2ccccc2)NC(=O)C(NC(=O)OCc2ccccc2)c2ccc(OC)c(C)c2)n1. RXN SMILES: [CH2:22]([c:23]1[cH:24][cH:25][cH:26][cH:27][cH:28]1)[O:29][C:30](=[O:31])[NH:32][CH:33]([C:34](=[O:35])[OH:36])[c:37]1[cH:38][c:39]([CH3:45])[c:40]([O:43][CH3:44])[cH:41][cH:42]1.[CH3:1][O:2][C:3](=[O:4])[c:5]1[n:6][c:7]([NH:10][C:11]([CH:12]([CH2:13][c:14]2[cH:15][cH:16][cH:17][cH:18][cH:19]2)[NH2:20])=[O:21])[s:8][cH:9]1.[CH3:65][N:66]([CH3:67])[CH:68]=[O:69].[CH:46]([N:47]([CH:48]([CH3:49])[CH3:50])[CH2:51][CH3:52])([CH3:53])[CH3:54].[OH2:70].[OH:55][n:56]1[c:57]2[cH:58][cH:59][cH:60][cH:61][c:62]2[n:63][n:64]1>>[CH3:1][O:2][C:3](=[O:4])[c:5]1[n:6][c:7]([NH:10][C:11]([CH:12]([CH2:13][c:14]2[cH:15][cH:16][cH:17][cH:18][cH:19]2)[NH:20][C:34]([CH:33]([NH:32][C:30]([O:29][CH2:22][c:23]2[cH:24][cH:25][cH:26][cH:27][cH:28]2)=[O:31])[c:37]2[cH:38][c:39]([CH3:45])[c:40]([O:43][CH3:44])[cH:41][cH:42]2)=[O:35])=[O:21])[s:8][cH:9]1. Reactants: BrC1=C(C=CC(=C1)OCC=1N(N=NC1C(C)C)C1=C(C=CC=C1Cl)Cl)C1=CC=C(C=C1)C(=O)Cl (2′-bromo-4′-[3-(2,6-dichloro-phenyl)-5-isopropyl-3H-[1,2,3]triazol-4-ylmethoxy]-biphenyl-4-carbonyl chloride), C(C)(CC)N (s-butyl amine), ClCCl (dichloromethane). RXN SMILES: [Br:1][C:2]1[CH:7]=[C:6]([O:8][CH2:9][C:10]2[N:11]([C:18]3[C:23]([Cl:24])=[CH:22][CH:21]=[CH:20][C:19]=3[Cl:25])[N:12]=[N:13][C:14]=2[CH:15]([CH3:17])[CH3:16])[CH:5]=[CH:4][C:3]=1[C:26]1[CH:31]=[CH:30][C:29]([C:32](Cl)=[O:33])=[CH:28][CH:27]=1.[CH:35]([NH2:39])([CH2:37][CH3:38])C.Cl[CH2:41]Cl>>[CH2:35]([NH:39][C:32]([C:29]1[CH:30]=[CH:31][C:26]([C:3]2[CH:4]=[CH:5][C:6]([O:8][CH2:9][C:10]3[N:11]([C:18]4[C:23]([Cl:24])=[CH:22][CH:21]=[CH:20][C:19]=4[Cl:25])[N:12]=[N:13][C:14]=3[CH:15]([CH3:16])[CH3:17])=[CH:7][C:2]=2[Br:1])=[CH:27][CH:28]=1)=[O:33])[CH:37]([CH3:41])[CH3:38]. Procedure details: To 2′-bromo-4′-[3-(2,6-dichloro-phenyl)-5-isopropyl-3H-[1,2,3]triazol-4-ylmethoxy]-biphenyl-4-carbonyl chloride (0.043 mmol) in dichloromethane (2 mL) is added s-butyl amine (0.05 mL, 0.5 mmol). The reaction is stirred at room temperature for 1 h and concentrated under reduced pressure. The residue is slurried in 1 N hydrochloric acid, and the solid is filtered to give the title compound (0.011 g). ES/MS m/e 617.0 (M+1). Product: C(C(C)C)NC(=O)C1=CC=C(C=C1)C1=C(C=C(C=C1)OCC=1N(N=NC1C(C)C)C1=C(C=CC=C1Cl)Cl)Br (2′-Bromo-4′-[3-(2,6-dichloro-phenyl)-5-isopropyl-3H-[1,2,3]triazol-4-ylmethoxy]-biphenyl-4-carboxylic acid isobutyl-amide). Reaction conditions: time 1 hour. Reactants: NCC1CCNCC1 (4-aminomethyl-piperidine), C(OCC)(OCC)=O (diethyl carbonate). The reagents and catalysts are CN(C1=CC=NC=C1)C (4-dimethylaminopyridine). The solvent is CO (methanol). The product is C(C)OC(=O)NCC1CCNCC1 (4-(ethoxycarbonylamino-methyl)-piperidine). RXN SMILES: [NH2:1][CH2:2][CH:3]1[CH2:8][CH2:7][NH:6][CH2:5][CH2:4]1.[C:9](=O)([O:13]CC)[O:10][CH2:11][CH3:12]>CN(C)C1C=CN=CC=1.CO>[CH2:11]([O:10][C:9]([NH:1][CH2:2][CH:3]1[CH2:8][CH2:7][NH:6][CH2:5][CH2:4]1)=[O:13])[CH3:12]. Reported procedure: The solution of 1.70 g (9.0 mmol) of 4-(ethoxycarbonylamino-methyl)-piperidine (obtained from 4-aminomethyl-piperidine and diethyl carbonate in the presence of 4-dimethylaminopyridine) in 18 ml of methanol was treated with 9.0 ml (9.0 mmol) of 1N methanolic hydrochloric acid. After addition of 0.53 g (3.0 mmol) of 8-methoxy-2-tetralone, the mixture was stirred for a further 5 minutes. 0.20 g (3.3 mmol) of sodium cyanoborohydride was then added and the mixture was stirred for 15 hours at room tem...